This data is from the Open Reaction Database (ORD), a public repository of structured organic reaction records. The task is: describe an organic reaction: reactants, conditions, products, and yield The reactants are CN(C)C=O, Clc1nccs1, c1ccc2cc(CN3CCNCC3)ccc2c1. Product: c1ccc2cc(CN3CCN(c4nccs4)CC3)ccc2c1. As a reaction SMILES: [CH3:24][N:25]([CH3:26])[CH:27]=[O:28].[Cl:18][c:19]1[n:20][cH:21][cH:22][s:23]1.[cH:1]1[c:2]([CH2:11][N:12]2[CH2:13][CH2:14][NH:15][CH2:16][CH2:17]2)[cH:3][cH:4][c:5]2[cH:6][cH:7][cH:8][cH:9][c:10]12>>[cH:1]1[c:2]([CH2:11][N:12]2[CH2:13][CH2:14][N:15]([c:19]3[n:20][cH:21][cH:22][s:23]3)[CH2:16][CH2:17]2)[cH:3][cH:4][c:5]2[cH:6][cH:7][cH:8][cH:9][c:10]12. As a reaction SMILES: [CH3:1][N:2]1[CH:10]=[C:9]2[C:4]([C:5]([CH2:15][O:16][CH2:17][C:18]3([C:31]4[CH:36]=[CH:35][CH:34]=[CH:33][CH:32]=4)[CH2:23][CH2:22][N:21](C(OC(C)(C)C)=O)[CH2:20][CH2:19]3)=[CH:6][C:7]([C:11]([F:14])([F:13])[F:12])=[CH:8]2)=[N:3]1>FC(F)(F)C(O)=O>[CH3:1][N:2]1[CH:10]=[C:9]2[C:4]([C:5]([CH2:15][O:16][CH2:17][C:18]3([C:31]4[CH:32]=[CH:33][CH:34]=[CH:35][CH:36]=4)[CH2:19][CH2:20][NH:21][CH2:22][CH2:23]3)=[CH:6][C:7]([C:11]([F:12])([F:14])[F:13])=[CH:8]2)=[N:3]1. The reactants are CN1N=C2C(=CC(=CC2=C1)C(F)(F)F)COCC1(CCN(CC1)C(=O)OC(C)(C)C)C1=CC=CC=C1 (tert-Butyl 4-(((2-methyl-5-(trifluoromethyl)-2H-indazol-7-yl)methoxy)methyl)-4-phenylpiperidine-1-carboxylate). Run at time 15 minute. The solvent is FC(C(=O)O)(F)F (trifluoroacetic acid). Product: CN1N=C2C(=CC(=CC2=C1)C(F)(F)F)COCC1(CCNCC1)C1=CC=CC=C1 (2-Methyl-7-(((4-phenylpiperidin-4-yl)methoxy)methyl)-5-(trifluoromethyl)-2H-indazole). Procedure: tert-Butyl 4-(((2-methyl-5-(trifluoromethyl)-2H-indazol-7-yl)methoxy)methyl)-4-phenylpiperidine-1-carboxylate (76 mg, 0.151 mmol) was dissolved in trifluoroacetic acid (25% in dichloromethane, 2 mL) and stirred at room temperature for 15 min. The reaction was concentrated and loaded onto a strong cation exchange cartridge in methanol. The cartridge was flushed with several volumes of methanol which were discarded. The product was eluted with 2 M ammonia in methanol and concentrated to give 64 mg... Reactants: [Al+3], COC(=O)C1CCC(O[Si](C)(C)C(C)(C)C)CC1, CCOCC, [H-], [H-], [H-], [H-], [K+], [Li+], [OH-], O. The product is CC(C)(C)[Si](C)(C)OC1CCC(CO)CC1. As a reaction SMILES: [Al+3:20].[C:1]([CH3:2])([CH3:3])([CH3:4])[Si:5]([O:6][CH:7]1[CH2:8][CH2:9][CH:10]([C:13](=[O:14])[O:15][CH3:16])[CH2:11][CH2:12]1)([CH3:17])[CH3:18].[CH3:28][CH2:29][O:30][CH2:31][CH3:32].[H-:19].[H-:22].[H-:23].[H-:24].[K+:27].[Li+:21].[OH-:26].[OH2:25]>>[C:1]([CH3:2])([CH3:3])([CH3:4])[Si:5]([O:6][CH:7]1[CH2:8][CH2:9][CH:10]([CH2:13][OH:14])[CH2:11][CH2:12]1)([CH3:17])[CH3:18]. Reactants: CSC=1S\C(\C(N1)=O)=C/C=1C=C2C=CC=NC2=CC1 (2-methylsulfanyl-5-[1-quinolin-6-yl-meth-(Z)-ylidene]-thiazol-4-one), C(C1=CC=CO1)N (furfurylamine), CCN(C(C)C)C(C)C (DIEA). Yields the product O1C(=CC=C1)CNC=1S\C(\C(N1)=O)=C/C=1C=C2C=CC=NC2=CC1 (2-[(furan-2-ylmethyl)-amino]-5-[1-quinolin-6-yl-meth-(Z)-ylidene]-thiazol-4-one). As a reaction SMILES: CS[C:3]1[S:4]/[C:5](=[CH:9]\[C:10]2[CH:11]=[C:12]3[C:17](=[CH:18][CH:19]=2)[N:16]=[CH:15][CH:14]=[CH:13]3)/[C:6](=[O:8])[N:7]=1.[CH2:20]([NH2:26])[C:21]1[O:25][CH:24]=[CH:23][CH:22]=1.CCN(C(C)C)C(C)C>>[O:25]1[CH:24]=[CH:23][CH:22]=[C:21]1[CH2:20][NH:26][C:3]1[S:4]/[C:5](=[CH:9]\[C:10]2[CH:11]=[C:12]3[C:17](=[CH:18][CH:19]=2)[N:16]=[CH:15][CH:14]=[CH:13]3)/[C:6](=[O:8])[N:7]=1. Procedure: Similar procedure as described in example 1b was used, starting from 2-methylsulfanyl-5-[1-quinolin-6-yl-meth-(Z)-ylidene]-thiazol-4-one, furfurylamine and DIEA to give 2-[(furan-2-ylmethyl)-amino]-5-[1-quinolin-6-yl-meth-(Z)-ylidene]-thiazol-4-one LC-MS m/e 336 (MH+). Reactants: CON(C(CCCCCCCCCCCN1C(=NC=2C=NC=3C=CC=CC3C21)CCC)=O)C (N-methoxy-N-methyl-12-(2-propyl-1H-imidazo[4,5-c]quinolin-1-yl)dodecanamide), C1=CC(=CC(=C1)Cl)C(=O)OO (m-CPBA). The product is CON(C(CCCCCCCCCCCN1C(=NC=2C=[N+](C=3C=CC=CC3C21)[O-])CCC)=O)C (N-methoxy-N-methyl-12-(5-oxido-2-propyl-1H-imidazo[4,5-c]quinolin-1-yl)dodecanamide). As a reaction SMILES: [CH3:1][O:2][N:3]([CH3:33])[C:4](=[O:32])[CH2:5][CH2:6][CH2:7][CH2:8][CH2:9][CH2:10][CH2:11][CH2:12][CH2:13][CH2:14][CH2:15][N:16]1[C:28]2[C:27]3[CH:26]=[CH:25][CH:24]=[CH:23][C:22]=3[N:21]=[CH:20][C:19]=2[N:18]=[C:17]1[CH2:29][CH2:30][CH3:31].C1C=C(Cl)C=C(C(OO)=[O:42])C=1>>[CH3:1][O:2][N:3]([CH3:33])[C:4](=[O:32])[CH2:5][CH2:6][CH2:7][CH2:8][CH2:9][CH2:10][CH2:11][CH2:12][CH2:13][CH2:14][CH2:15][N:16]1[C:28]2[C:27]3[CH:26]=[CH:25][CH:24]=[CH:23][C:22]=3[N+:21]([O-:42])=[CH:20][C:19]=2[N:18]=[C:17]1[CH2:29][CH2:30][CH3:31]. Procedure: The general methods described in Steps 9 and 10 of Example 1 and Step 7 of Example 16 was used to aminate N-methoxy-N-methyl-12-(2-propyl-1H-imidazo[4,5-c]quinolin-1-yl)dodecanamide (4.01 g, 8.86 mmol) by reaction with m-CPBA (6.13 g) to provide N-methoxy-N-methyl-12-(5-oxido-2-propyl-1H-imidazo[4,5-c]quinolin-1-yl)dodecanamide followed by reaction with p-toluenesulfonyl chloride (2.53 g, 13.3 mmol) and ammonium hydroxide solution (40 mL) to provide 2-(4-amino-2-propyl-1H-imidazo[4,5-c]quinolin-... The reactants are COc1cc(OC)c2c(CNC(=O)OC(C)(C)C)ncc(C(=O)N3Cc4ccccc4C3)c2c1, CCOC(C)=O, Cl. Reaction SMILES: [C:1]([O:2][C:3](=[O:4])[NH:7][CH2:8][c:9]1[n:10][cH:11][c:12]([C:23](=[O:24])[N:25]2[CH2:26][c:27]3[cH:28][cH:29][cH:30][cH:31][c:32]3[CH2:33]2)[c:13]2[cH:14][c:15]([O:21][CH3:22])[cH:16][c:17]([O:19][CH3:20])[c:18]12)([CH3:5])([CH3:6])[CH3:34].[CH3:36][CH2:37][O:38][C:39]([CH3:40])=[O:41].[ClH:35]>>[ClH:35].[NH2:7][CH2:8][c:9]1[n:10][cH:11][c:12]([C:23](=[O:24])[N:25]2[CH2:26][c:27]3[cH:28][cH:29][cH:30][cH:31][c:32]3[CH2:33]2)[c:13]2[cH:14][c:15]([O:21][CH3:22])[cH:16][c:17]([O:19][CH3:20])[c:18]12. Yields the product Cl, COc1cc(OC)c2c(CN)ncc(C(=O)N3Cc4ccccc4C3)c2c1.